describe an organic reaction: reactants, conditions, products, and yield From a dataset of the Open Reaction Database (ORD), a public repository of structured organic reaction records. Reactants: CCC1COc2cc([N+](=O)[O-])ccc2N1CC(F)(F)F, CCOC(C)=O. The product is CCC1COc2cc(N)ccc2N1CC(F)(F)F. RXN SMILES: [CH2:1]([CH3:2])[CH:3]1[CH2:4][O:5][c:6]2[c:7]([cH:14][cH:15][c:16]([N+:18]([O-:19])=[O:20])[cH:17]2)[N:8]1[CH2:9][C:10]([F:11])([F:12])[F:13].[CH3:21][CH2:22][O:23][C:24](=[O:25])[CH3:26]>>[CH2:1]([CH3:2])[CH:3]1[CH2:4][O:5][c:6]2[c:7]([cH:14][cH:15][c:16]([NH2:18])[cH:17]2)[N:8]1[CH2:9][C:10]([F:11])([F:12])[F:13]. The reactants are CC(C)(C)[Si](C)(C)N1CCNCC1, CCn1cc(C(=O)O)c(=O)c2cc(F)c(Cl)cc21, CCCC[N+](CCCC)(CCCC)CCCC, [F-], O, O, O, c1ccncc1. Yields the product CCn1cc(C(=O)O)c(=O)c2cc(F)c(N3CCNCC3)cc21. Reaction SMILES: [C:19]([Si:20]([CH3:21])([CH3:22])[N:24]1[CH2:25][CH2:26][NH:27][CH2:28][CH2:29]1)([CH3:23])([CH3:30])[CH3:31].[CH2:1]([CH3:2])[n:3]1[cH:4][c:5]([C:16](=[O:17])[OH:18])[c:6](=[O:15])[c:7]2[cH:8][c:9]([F:14])[c:10]([Cl:13])[cH:11][c:12]12.[CH2:36]([N+:37]([CH2:38][CH2:39][CH2:40][CH3:41])([CH2:42][CH2:43][CH2:44][CH3:45])[CH2:46][CH2:47][CH2:48][CH3:49])[CH2:50][CH2:51][CH3:52].[F-:35].[OH2:32].[OH2:33].[OH2:34].[cH:53]1[cH:54][cH:55][n:56][cH:57][cH:58]1>>[CH2:1]([CH3:2])[n:3]1[cH:4][c:5]([C:16](=[O:17])[OH:18])[c:6](=[O:15])[c:7]2[cH:8][c:9]([F:14])[c:10]([N:24]3[CH2:25][CH2:26][NH:27][CH2:28][CH2:29]3)[cH:11][c:12]12. Reactants: CCOCC (ether), NC1=CC=C(C=C1)S(=O)(=O)N(CC(C)C)C[C@@H]1[C@@H](N(C(O1)(C)C)C(=O)O[C@@H]1CO[C@H]2OCC[C@H]21)CC2=CC=C(C=C2)O ((3S,3aS,6aR)-hexahydrofuro[2,3-b]furan-3-yl (4S,5R)-5-{[[(4-aminophenyl)sulfonyl](isobutyl)amino]methyl}-4-(4-hydroxybenzyl)-2,2-dimethyl-1,3-oxazolidine-3-carboxylate), C([O-])([O-])=O.[Cs+].[Cs+] (cesium carbonate), BrCC=1C=C(C#N)C=CC1 (3-bromomethylbenzonitrile). Run in CN(C=O)C (N,N-dimethylformamide). Conditions: time 12 hour. Yields the product NC1=CC=C(C=C1)S(=O)(=O)N(CC(C)C)C[C@@H]1[C@@H](N(C(O1)(C)C)C(=O)O[C@@H]1CO[C@H]2OCC[C@H]21)CC2=CC=C(C=C2)OCC2=CC(=CC=C2)C#N ((3S,3aS,6aR)-hexahydrofuro[2,3-b]furan-3-yl (4S,5R)-5-{[[(4-aminophenyl)sulfonyl](isobutyl)amino]methyl}-4-{4-[(3-cyanobenzyl)oxy]benzyl}-2,2-dimethyl-1,3-oxazolidine-3-carboxylate). The yield is 81.5%. Reaction SMILES: [NH2:1][C:2]1[CH:7]=[CH:6][C:5]([S:8]([N:11]([CH2:16][C@H:17]2[O:21][C:20]([CH3:23])([CH3:22])[N:19]([C:24]([O:26][C@H:27]3[C@H:34]4[C@H:30]([O:31][CH2:32][CH2:33]4)[O:29][CH2:28]3)=[O:25])[C@H:18]2[CH2:35][C:36]2[CH:41]=[CH:40][C:39]([OH:42])=[CH:38][CH:37]=2)[CH2:12][CH:13]([CH3:15])[CH3:14])(=[O:10])=[O:9])=[CH:4][CH:3]=1.C(=O)([O-])[O-].[Cs+].[Cs+].Br[CH2:50][C:51]1[CH:52]=[C:53]([CH:56]=[CH:57][CH:58]=1)[C:54]#[N:55].CCOCC>CN(C)C=O>[NH2:1][C:2]1[CH:7]=[CH:6][C:5]([S:8]([N:11]([CH2:16][C@H:17]2[O:21][C:20]([CH3:22])([CH3:23])[N:19]([C:24]([O:26][C@H:27]3[C@H:34]4[C@H:30]([O:31][CH2:32][CH2:33]4)[O:29][CH2:28]3)=[O:25])[C@H:18]2[CH2:35][C:36]2[CH:37]=[CH:38][C:39]([O:42][CH2:50][C:51]3[CH:58]=[CH:57][CH:56]=[C:53]([C:54]#[N:55])[CH:52]=3)=[CH:40][CH:41]=2)[CH2:12][CH:13]([CH3:15])[CH3:14])(=[O:9])=[O:10])=[CH:4][CH:3]=1 |f:1.2.3|. Procedure details: To a stirred mixture of (3S,3aS,6aR)-hexahydrofuro[2,3-b]furan-3-yl (4S,5R)-5-{[[(4-aminophenyl)sulfonyl](isobutyl)amino]methyl}-4-(4-hydroxybenzyl)-2,2-dimethyl-1,3-oxazolidine-3-carboxylate (40 mg, 0.07 mmol) and cesium carbonate (22 mg, 0.07 mmol) in 1.5 mL of N,N-dimethylformamide was added 3-bromomethylbenzonitrile (13 mg, 0.07 mmol). The mixture was stirred at room temperature for 12 hours followed by dilution with 25 mL of ether. The ether was extracted with water (5×15 mL). The organic p... The reactants are CN1N=C(N=C1NCCCOC1=CC(=CC=C1)CN1CCCCC1)CN (1-methyl-5-[[3-[3-(1-piperidinylmethyl)phenoxy]propyl]amino]-1H-1,2,4-triazole-3-methanamine), C1(=CC=CC=C1)N=C=O (phenyl isocyanate). Solvent: C(C)#N (acetonitrile). Run at time 3 hour. Yields the product CN1N=C(N=C1NCCCOC1=CC(=CC=C1)CN1CCCCC1)CNC(=O)NC1=CC=CC=C1 (N-[[1-Methyl-5-[[3-[3-(1-piperidinylmethyl)phenoxy]propyl]amino]-1H-1,2,4-triazol-3-yl]methyl]-N'-phenyl urea). RXN SMILES: [CH3:1][N:2]1[C:6]([NH:7][CH2:8][CH2:9][CH2:10][O:11][C:12]2[CH:17]=[CH:16][CH:15]=[C:14]([CH2:18][N:19]3[CH2:24][CH2:23][CH2:22][CH2:21][CH2:20]3)[CH:13]=2)=[N:5][C:4]([CH2:25][NH2:26])=[N:3]1.[C:27]1([N:33]=[C:34]=[O:35])[CH:32]=[CH:31][CH:30]=[CH:29][CH:28]=1>C(#N)C>[CH3:1][N:2]1[C:6]([NH:7][CH2:8][CH2:9][CH2:10][O:11][C:12]2[CH:17]=[CH:16][CH:15]=[C:14]([CH2:18][N:19]3[CH2:20][CH2:21][CH2:22][CH2:23][CH2:24]3)[CH:13]=2)=[N:5][C:4]([CH2:25][NH:26][C:34]([NH:33][C:27]2[CH:32]=[CH:31][CH:30]=[CH:29][CH:28]=2)=[O:35])=[N:3]1. Procedure: A mixture of 1-methyl-5-[[3-[3-(1-piperidinylmethyl)phenoxy]propyl]amino]-1H-1,2,4-triazole-3-methanamine (0.75 g) and phenyl isocyanate (0.25 ml) in dry acetonitrile was stirred at 30° for 3 h. The solvent was removed in vacuo and the solid residue was crystallized from methyl acetate and petroleum ether (b.p. 60°-80°) to give the title compound (0.94 g) as a white solid, m.p. 120°-1°. T.l.c. System A, Rf 0.6. Starting materials: CC(=O)Oc1ccc(C(=O)O)cc1, COc1ccc(C2=NN(C3CCNCC3)C(=O)C2(C)C)cc1OC. The product is COc1ccc(C2=NN(C3CCN(C(=O)c4ccc(OC(C)=O)cc4)CC3)C(=O)C2(C)C)cc1OC. Reaction SMILES: [C:25]([CH3:26])(=[O:27])[O:28][c:29]1[cH:30][cH:31][c:32]([C:33](=[O:34])[OH:35])[cH:36][cH:37]1.[CH3:1][O:2][c:3]1[cH:4][c:5]([C:11]2=[N:15][N:14]([CH:16]3[CH2:17][CH2:18][NH:19][CH2:20][CH2:21]3)[C:13](=[O:22])[C:12]2([CH3:23])[CH3:24])[cH:6][cH:7][c:8]1[O:9][CH3:10]>>[CH3:1][O:2][c:3]1[cH:4][c:5]([C:11]2=[N:15][N:14]([CH:16]3[CH2:17][CH2:18][N:19]([C:33]([c:32]4[cH:31][cH:30][c:29]([O:28][C:25]([CH3:26])=[O:27])[cH:37][cH:36]4)=[O:34])[CH2:20][CH2:21]3)[C:13](=[O:22])[C:12]2([CH3:23])[CH3:24])[cH:6][cH:7][c:8]1[O:9][CH3:10]. The reactants are ClC=1C=CC2=C(C(=NCC=3N2C(=NN3)C)C3=CC=CC=C3)C1 (8-chloro-1-methyl-6-phenyl-4H-s-triazolo[4,3-a][1,4]benzodiazepine). The solvent is C(C)(=O)Cl (acetyl chloride), CCN(CC)CN(CC)CC (N,N,N',N'-tetraethyldiaminomethane), CN(C=O)C (dimethylformamide), CCN(CC)CN(CC)CC (N,N,N',N'-tetraethyldiaminomethane). Product: ClC=1C=CC2=C(C(=NCC=3N2C(=NN3)CCN(CC)CC)C3=CC=CC=C3)C1 (8-chloro-1-[2-(diethylamino)ethyl]-6-phenyl-4H-s-triazolo[4,3-a][1,4]benzodiazepine). Reaction SMILES: [Cl:1][C:2]1[CH:3]=[CH:4][C:5]2[N:11]3[C:12]([CH3:15])=[N:13][N:14]=[C:10]3[CH2:9][N:8]=[C:7]([C:16]3[CH:21]=[CH:20][CH:19]=[CH:18][CH:17]=3)[C:6]=2[CH:22]=1>CN(C)C=O.CCN(CN(CC)CC)CC.C(Cl)(=O)C>[Cl:1][C:2]1[CH:3]=[CH:4][C:5]2[N:11]3[C:12]([CH2:15][CH2:12][N:11]([CH2:5][CH3:4])[CH2:10][CH3:9])=[N:13][N:14]=[C:10]3[CH2:9][N:8]=[C:7]([C:16]3[CH:21]=[CH:20][CH:19]=[CH:18][CH:17]=3)[C:6]=2[CH:22]=1. Procedure details: In the manner given in Example 1, a solution of 8-chloro-1-methyl-6-phenyl-4H-s-triazolo[4,3-a][1,4]benzodiazepine in dimethylformamide, N,N,N',N'-tetraethyldiaminomethane and acetyl chloride (in 0.25 molar excess compared to the N,N,N',N'-tetraethyldiaminomethane) are reacted together to give 8-chloro-1-[2-(diethylamino)ethyl]-6-phenyl-4H-s-triazolo[4,3-a][1,4]benzodiazepine. Reactants: C1CCOC1, Clc1ccccn1, Cl[Mg]c1ccccc1, O. The product is c1ccc(-c2ccccn2)cc1. RXN SMILES: [CH2:17]1[O:18][CH2:19][CH2:20][CH2:21]1.[Cl:1][c:2]1[cH:3][cH:4][cH:5][cH:6][n:7]1.[Cl:8][Mg:9][c:10]1[cH:11][cH:12][cH:13][cH:14][cH:15]1.[OH2:16]>>[c:2]1(-[c:10]2[cH:11][cH:12][cH:13][cH:14][cH:15]2)[cH:3][cH:4][cH:5][cH:6][n:7]1. Starting materials: Cl.NC1(CCCC1)CCl (1-amino-1-(chloromethyl)cyclopentane HCl salt), [N+](=O)([O-])C1=CC=C(C=2CCCCC12)N=C=S (4-nitro-5,6,7,8-tetrahydro-1-naphthyl isothiocyanate). The product is [N+](=O)([O-])C1=CC=C(C=2CCCCC12)N=C1NC2(CS1)CCCC2 (2-(4-nitro-5,6,7,8-tetrahydro-1-naphthylimino)-3-thia-1-azaspiro[4.4]nonane). As a reaction SMILES: Cl.[NH2:2][C:3]1([CH2:8]Cl)[CH2:7][CH2:6][CH2:5][CH2:4]1.[N+:10]([C:13]1[C:22]2[CH2:21][CH2:20][CH2:19][CH2:18][C:17]=2[C:16]([N:23]=[C:24]=[S:25])=[CH:15][CH:14]=1)([O-:12])=[O:11]>>[N+:10]([C:13]1[C:22]2[CH2:21][CH2:20][CH2:19][CH2:18][C:17]=2[C:16]([N:23]=[C:24]2[S:25][CH2:8][C:3]3([CH2:7][CH2:6][CH2:5][CH2:4]3)[NH:2]2)=[CH:15][CH:14]=1)([O-:12])=[O:11] |f:0.1|. Procedure details: 1-Amino-5,6,7,8-tetrahydronaphthaline was converted to 1-acetamino-5,6,7,8-tetrahydronaphthaline according to Method A2a, Step 1. The acetanilide was converted to 1-acetamino-4-nitro-5,6,7,8-tetrahydronaphthaline according according to Method A2a, Step 2. The acetanilide was deprotected according to Method A2a, Step 3 to give 1-amino-4-nitro-5,6,7,8-tetrahydronaphthaline. The aniline was converted to 4-nitro-5,6,7,8-tetrahydro-1-naphthyl isothiocyanate according to Method A2a, Step 3. 1-Amino-1-... The reactants are BrC=1C(=NC(=NC1S(=O)C)N)C=1OC=CC1 (5-bromo-4-furan-2-yl-6-methanesulfinyl-pyrimidin-2-yl-amine), ( 35 ), ( 100 ), C(C1=CC=CC=C1)S (benzylmercaptan), C1CCC2=NCCCN2CC1 (DBU). Solvent: O1CCOCC1 (dioxane). The product is C(C1=CC=CC=C1)SC1=NC(=NC(=C1Br)C=1OC=CC1)N (4-Benzylsulfanyl-5-bromo-6-furan-2-yl-pyrimidin-2-yl-amine). RXN SMILES: [Br:1][C:2]1[C:3]([C:12]2[O:13][CH:14]=[CH:15][CH:16]=2)=[N:4][C:5]([NH2:11])=[N:6][C:7]=1[S:8]([CH3:10])=O.C(S)[C:18]1[CH:23]=[CH:22][CH:21]=[CH:20][CH:19]=1.C1CCN2C(=NCCC2)CC1>O1CCOCC1>[CH2:10]([S:8][C:7]1[C:2]([Br:1])=[C:3]([C:12]2[O:13][CH:14]=[CH:15][CH:16]=2)[N:4]=[C:5]([NH2:11])[N:6]=1)[C:18]1[CH:23]=[CH:22][CH:21]=[CH:20][CH:19]=1. Procedure: From 5-bromo-4-furan-2-yl-6-methanesulfinyl-pyrimidin-2-yl-amine, benzylmercaptan and DBU in dioxane. EI-MS m/e (%): 363 (M{81Br}+, 48), 361 (M{79Br}+, 46), 282 ([M—Br]+, 68), 249 (35), 91 (100).